Dataset: the Open Reaction Database (ORD), a public repository of structured organic reaction records. Task: describe an organic reaction: reactants, conditions, products, and yield Reactants: CCCCCCCCCCCCCCCCCC(=O)OC, CCCCO, [K+], CCCCCCCCCCCCCC(O)C(N)CO, [OH-]. The product is CCCCCCCCCCCCCCCCCC(=O)NC(CO)C(O)CCCCCCCCCCCCC. Reaction SMILES: [C:22]([CH2:23][CH2:24][CH2:25][CH2:26][CH2:27][CH2:28][CH2:29][CH2:30][CH2:31][CH2:32][CH2:33][CH2:34][CH2:35][CH2:36][CH2:37][CH2:38][CH3:39])(=[O:40])[O:41][CH3:42].[CH2:43]([OH:44])[CH2:45][CH2:46][CH3:47].[K+:2].[NH2:3][CH:4]([CH2:5][OH:6])[CH:7]([CH2:8][CH2:9][CH2:10][CH2:11][CH2:12][CH2:13][CH2:14][CH2:15][CH2:16][CH2:17][CH2:18][CH2:19][CH3:20])[OH:21].[OH-:1]>>[NH:3]([CH:4]([CH2:5][OH:6])[CH:7]([CH2:8][CH2:9][CH2:10][CH2:11][CH2:12][CH2:13][CH2:14][CH2:15][CH2:16][CH2:17][CH2:18][CH2:19][CH3:20])[OH:21])[C:22]([CH2:23][CH2:24][CH2:25][CH2:26][CH2:27][CH2:28][CH2:29][CH2:30][CH2:31][CH2:32][CH2:33][CH2:34][CH2:35][CH2:36][CH2:37][CH2:38][CH3:39])=[O:40]. RXN SMILES: Br[C:2]1[CH:7]=[CH:6][C:5]([N:8]2[CH2:12][CH2:11][C@@H:10]3[CH2:13][N:14]([CH3:16])[CH2:15][C@H:9]23)=[CH:4][CH:3]=1.[CH3:17][N:18]1[CH:22]=[C:21](B2OC(C)(C)C(C)(C)O2)[CH:20]=[N:19]1.C([C:34]1[CH:39]=[CH:38][C:37](B(O)O)=[CH:36][CH:35]=1)#N>>[CH3:16][N:14]1[CH2:13][C@@H:10]2[C@@H:9]([N:8]([C:5]3[CH:6]=[CH:7][C:2]([C:34]4[CH:39]=[CH:38][C:37]([C:21]5[CH:20]=[N:19][N:18]([CH3:17])[CH:22]=5)=[CH:36][CH:35]=4)=[CH:3][CH:4]=3)[CH2:12][CH2:11]2)[CH2:15]1. Product: CN1C[C@@H]2N(CC[C@@H]2C1)C1=CC=C(C=C1)C1=CC=C(C=C1)C=1C=NN(C1)C ((3aR,6aR)-5-methyl-1-[4′-(1-methyl-1H-pyrazol-4-yl)-1,1′-biphenyl-4-yl]octahydropyrrolo[3,4-b]pyrrole). Procedure: The title compound was prepared according to the procedure described in Example 7D, substituting the product of Example 41A for the product of Example 7C and substituting 1-methyl-4-(4,4,5,5-tetramethyl-1,3,2-dioxaborolan-2-yl)-1H-pyrazole for 4-cyanophenylboronic acid. 1H NMR (300 MHz, CDCl3) δ ppm 7.78 (s, 1H) 7.62 (s, 1H) 7.45-7.60 (m, 6H) 6.65 (d, J=8.82 Hz, 2H) 4.11-4.21 (m, 1H) 3.95 (s, 3H) 3.50-3.61 (m, 1H) 3.23-3.35 (m, 1H) 2.90-3.05 (m, 1H) 2.69-2.77 (m, 1H) 2.50-2.69 (m, 3H) 2.33 (s, 3... Starting materials: BrC1=CC=C(C=C1)N1[C@@H]2[C@H](CC1)CN(C2)C ((3aR,6aR)-1-(4-Bromo-phenyl)-5-methyl-octahydro-pyrrolo[3,4-b]pyrrole), CN1N=CC(=C1)B1OC(C(O1)(C)C)(C)C (1-methyl-4-(4,4,5,5-tetramethyl-1,3,2-dioxaborolan-2-yl)-1H-pyrazole), C(#N)C1=CC=C(C=C1)B(O)O (4-cyanophenylboronic acid). Starting materials: COc1cc(O[Si](C)(C)C(C)(C)C(C)C)c2c(c1C)C(=O)OCC(CO)CCC(=O)NC(c1nc(C)no1)CSC2, CCOC(=O)N=NC(=O)OCC, C1CCOC1, c1ccc(P(c2ccccc2)c2ccccc2)cc1, [N-]=[N+]=NP(=O)(c1ccccc1)c1ccccc1. Product: COc1cc(O[Si](C)(C)C(C)(C)C(C)C)c2c(c1C)C(=O)OCC(CN=[N+]=[N-])CCC(=O)NC(c1nc(C)no1)CSC2. RXN SMILES: [CH3:1][Si:2]([O:3][c:4]1[cH:5][c:6]([O:33][CH3:34])[c:7]([CH3:32])[c:8]2[c:21]1[CH2:20][S:19][CH2:18][CH:17]([c:22]1[n:23][c:24]([CH3:27])[n:25][o:26]1)[NH:16][C:15](=[O:28])[CH2:14][CH2:13][CH:12]([CH2:29][OH:30])[CH2:11][O:10][C:9]2=[O:31])([C:35]([CH:36]([CH3:37])[CH3:38])([CH3:39])[CH3:40])[CH3:41].[O:61]=[C:62]([O:63][CH2:64][CH3:65])[N:66]=[N:67][C:68]([O:69][CH2:70][CH3:71])=[O:72].[O:90]1[CH2:91][CH2:92][CH2:93][CH2:94]1.[c:42]1([P:43]([c:44]2[cH:45][cH:46][cH:47][cH:48][cH:49]2)[c:50]2[cH:51][cH:52][cH:53][cH:54][cH:55]2)[cH:56][cH:57][cH:58][cH:59][cH:60]1.[c:73]1([P:74]([c:75]2[cH:76][cH:77][cH:78][cH:79][cH:80]2)(=[O:81])[N:87]=[N+:88]=[N-:89])[cH:82][cH:83][cH:84][cH:85][cH:86]1>>[CH3:1][Si:2]([O:3][c:4]1[cH:5][c:6]([O:33][CH3:34])[c:7]([CH3:32])[c:8]2[c:21]1[CH2:20][S:19][CH2:18][CH:17]([c:22]1[n:23][c:24]([CH3:27])[n:25][o:26]1)[NH:16][C:15](=[O:28])[CH2:14][CH2:13][CH:12]([CH2:29][N:87]=[N+:88]=[N-:89])[CH2:11][O:10][C:9]2=[O:31])([C:35]([CH:36]([CH3:37])[CH3:38])([CH3:39])[CH3:40])[CH3:41].